Dataset: the Open Reaction Database (ORD), a public repository of structured organic reaction records. Task: describe an organic reaction: reactants, conditions, products, and yield The reactants are ClC1=C(COCCN(C(NC=2SC(=CN2)SCC(C(=O)O)(C)C)=O)[C@@H]2CC[C@H](CC2)C)C=CC=C1 (3-{2-[3-[2-(2-chloro-benzyloxy)-ethyl]-3-(trans-4-methyl-cyclohexyl)-ureido]-thiazol-5-ylsulfanyl}-2,2-dimethyl-propionic acid), BrCC1=C(C=C(C=C1)F)C(F)(F)F (1-bromomethyl-4-fluoro-2-trifluoromethyl-benzene), C(C)OC(C(C)(C)SC1=CN=C(S1)N)=O (2-(2-amino-thiazol-5-ylsulfanyl)-2-methyl-propionic acid ethyl ester). The product is FC1=CC(=C(COCCN(C(NC=2SC(=CN2)SC(C(=O)O)(C)C)=O)[C@@H]2CC[C@H](CC2)C)C=C1)C(F)(F)F (2-{2-[3-[2-(4-Fluoro-2-trifluoromethyl-benzyloxy)-ethyl]-3-(trans-4-methyl-cyclohexyl)-ureido]-thiazol-5-ylsulfanyl}-2-methyl-propionic acid). RXN SMILES: ClC1C=CC=CC=1C[O:5][CH2:6][CH2:7][N:8]([C@H:25]1[CH2:30][CH2:29][C@H:28]([CH3:31])[CH2:27][CH2:26]1)[C:9](=[O:24])NC1SC(SCC(C)(C)C(O)=O)=CN=1.Br[CH2:37][C:38]1[CH:43]=[CH:42][C:41]([F:44])=[CH:40][C:39]=1[C:45]([F:48])([F:47])[F:46].C([O:51][C:52](=[O:63])[C:53]([S:56][C:57]1[S:61][C:60]([NH2:62])=[N:59][CH:58]=1)([CH3:55])[CH3:54])C>>[F:44][C:41]1[CH:42]=[CH:43][C:38]([CH2:37][O:5][CH2:6][CH2:7][N:8]([C@H:25]2[CH2:26][CH2:27][C@H:28]([CH3:31])[CH2:29][CH2:30]2)[C:9](=[O:24])[NH:62][C:60]2[S:61][C:57]([S:56][C:53]([CH3:54])([CH3:55])[C:52]([OH:51])=[O:63])=[CH:58][N:59]=2)=[C:39]([C:45]([F:48])([F:47])[F:46])[CH:40]=1. Reported procedure: The compound was prepared following an analogous procedure to the one described for the synthesis of 3-{2-[3-[2-(2-chloro-benzyloxy)-ethyl]-3-(trans-4-methyl-cyclohexyl)-ureido]-thiazol-5-ylsulfanyl}-2,2-dimethyl-propionic acid using 1-bromomethyl-4-fluoro-2-trifluoromethyl-benzene and 2-(2-amino-thiazol-5-ylsulfanyl)-2-methyl-propionic acid ethyl ester. Reactants: COC=1C=CC(=C(C1)N)CCC1=CC=C(C=C1)OC (5-methoxy-2-[2-(4-methoxyphenyl)ethyl]phenylamine), OC=1C=C(C(C(=O)O)=CC1)C(=O)O (4-hydroxyphthalic acid). Product: OC=1C=C2C(N(C(C2=CC1)=O)C1=C(C=CC(=C1)OC)CCC1=CC=C(C=C1)OC)=O (5-Hydroxy-2-{5-methoxy-2-[2-(4-methoxyphenyl)ethyl]phenyl}isoindole-1,3-dione). Isolated yield 110.6%. As a reaction SMILES: [CH3:1][O:2][C:3]1[CH:4]=[CH:5][C:6]([CH2:10][CH2:11][C:12]2[CH:17]=[CH:16][C:15]([O:18][CH3:19])=[CH:14][CH:13]=2)=[C:7]([NH2:9])[CH:8]=1.[OH:20][C:21]1[CH:22]=[C:23]([C:30](O)=[O:31])[C:24](=[CH:28][CH:29]=1)[C:25](O)=[O:26]>>[OH:20][C:21]1[CH:22]=[C:23]2[C:24](=[CH:28][CH:29]=1)[C:25](=[O:26])[N:9]([C:7]1[CH:8]=[C:3]([O:2][CH3:1])[CH:4]=[CH:5][C:6]=1[CH2:10][CH2:11][C:12]1[CH:13]=[CH:14][C:15]([O:18][CH3:19])=[CH:16][CH:17]=1)[C:30]2=[O:31]. Reported procedure: Synthesized from 5-methoxy-2-[2-(4-methoxyphenyl)ethyl]phenylamine (1.5 g) and 4-hydroxyphthalic acid (1.6 g) according to an analogous synthetic method to Preparation Example 112, the title compound (2.6 g) was obtained. Starting materials: Cc1oc(Br)cc1C=O, Cc1ccc(B2OC(C)(C)C(C)(C)O2)cn1, COCCOC, [Na+], [Na+], O=C([O-])[O-], O, c1ccc(P(c2ccccc2)(c2ccccc2)[Pd](P(c2ccccc2)(c2ccccc2)c2ccccc2)(P(c2ccccc2)(c2ccccc2)c2ccccc2)P(c2ccccc2)(c2ccccc2)c2ccccc2)cc1. The product is Cc1ccc(-c2cc(C=O)c(C)o2)cn1. Reaction SMILES: [Br:1][c:2]1[cH:3][c:4]([CH:8]=[O:9])[c:5]([CH3:7])[o:6]1.[CH3:10][c:11]1[n:12][cH:13][c:14]([B:17]2[O:18][C:19]([CH3:20])([CH3:21])[C:22]([CH3:23])([CH3:24])[O:25]2)[cH:15][cH:16]1.[CH3:32][O:33][CH2:34][CH2:35][O:36][CH3:37].[Na+:26].[Na+:27].[O-:28][C:29](=[O:30])[O-:31].[OH2:115].[cH:38]1[cH:39][cH:40][c:41]([P:42]([Pd:43]([P:44]([c:45]2[cH:46][cH:47][cH:48][cH:49][cH:50]2)([c:51]2[cH:52][cH:53][cH:54][cH:55][cH:56]2)[c:57]2[cH:58][cH:59][cH:60][cH:61][cH:62]2)([P:63]([c:64]2[cH:65][cH:66][cH:67][cH:68][cH:69]2)([c:70]2[cH:71][cH:72][cH:73][cH:74][cH:75]2)[c:76]2[cH:77][cH:78][cH:79][cH:80][cH:81]2)[P:82]([c:83]2[cH:84][cH:85][cH:86][cH:87][cH:88]2)([c:89]2[cH:90][cH:91][cH:92][cH:93][cH:94]2)[c:95]2[cH:96][cH:97][cH:98][cH:99][cH:100]2)([c:101]2[cH:102][cH:103][cH:104][cH:105][cH:106]2)[c:107]2[cH:108][cH:109][cH:110][cH:111][cH:112]2)[cH:113][cH:114]1>>[c:2]1(-[c:14]2[cH:13][n:12][c:11]([CH3:10])[cH:16][cH:15]2)[cH:3][c:4]([CH:8]=[O:9])[c:5]([CH3:7])[o:6]1. Run at time 2 hour. Procedure: A solution of 1-(4-pyridyl)piperazine (0.49 g) in dry dichloromethane (20 ml) and triethylamine (0.7 ml) was treated slowly with a solution of 4-cyanobenzoyl chloride (0.50 g) in dry dichloromethane (30ml). The reaction mixture was then stirred under argon for 2 hours. The dichloromethane solvent was removed by evaporation and the residue dissolved in ethyl acetate. The organic extracts were then washed with aqueous sodium hydrogen carbonate solution, water, brine, dried (Na2SO4) and evaporated ... Isolated yield 28.5%. The solvent is ClCCl (dichloromethane), C(C)N(CC)CC (triethylamine), ClCCl (dichloromethane). As a reaction SMILES: [N:1]1[CH:6]=[CH:5][C:4]([N:7]2[CH2:12][CH2:11][NH:10][CH2:9][CH2:8]2)=[CH:3][CH:2]=1.[C:13]([C:15]1[CH:23]=[CH:22][C:18]([C:19](Cl)=[O:20])=[CH:17][CH:16]=1)#[N:14]>ClCCl.C(N(CC)CC)C>[N:1]1[CH:6]=[CH:5][C:4]([N:7]2[CH2:8][CH2:9][N:10]([C:19](=[O:20])[C:18]3[CH:22]=[CH:23][C:15]([C:13]#[N:14])=[CH:16][CH:17]=3)[CH2:11][CH2:12]2)=[CH:3][CH:2]=1. The product is N1=CC=C(C=C1)N1CCN(CC1)C(C1=CC=C(C=C1)C#N)=O (1-(4-pyridyl)4-(4-cyanobenzoyl)piperazine). Reactants: N1=CC=C(C=C1)N1CCNCC1 (1-(4-pyridyl)piperazine), C(#N)C1=CC=C(C(=O)Cl)C=C1 (4-cyanobenzoyl chloride). Reactants: CCNc1ccccn1, CCN(C(C)C)C(C)C, O=C(O)c1ncc(Cl)cc1NS(=O)(=O)c1ccc(Cl)c(C(F)(F)F)c1. Yields the product CCN(C(=O)c1ncc(Cl)cc1NS(=O)(=O)c1ccc(Cl)c(C(F)(F)F)c1)c1ccccn1. As a reaction SMILES: [CH2:26]([CH3:27])[NH:28][c:29]1[n:30][cH:31][cH:32][cH:33][cH:34]1.[CH:35]([N:36]([CH2:37][CH3:38])[CH:39]([CH3:40])[CH3:41])([CH3:42])[CH3:43].[Cl:1][c:2]1[cH:3][c:4]([NH:11][S:12](=[O:13])(=[O:14])[c:15]2[cH:16][c:17]([C:22]([F:23])([F:24])[F:25])[c:18]([Cl:21])[cH:19][cH:20]2)[c:5]([C:8](=[O:9])[OH:10])[n:6][cH:7]1>>[Cl:1][c:2]1[cH:3][c:4]([NH:11][S:12](=[O:13])(=[O:14])[c:15]2[cH:16][c:17]([C:22]([F:23])([F:24])[F:25])[c:18]([Cl:21])[cH:19][cH:20]2)[c:5]([C:8](=[O:10])[N:28]([CH2:26][CH3:27])[c:29]2[n:30][cH:31][cH:32][cH:33][cH:34]2)[n:6][cH:7]1. Starting materials: CC(=O)[O-], CC(=O)[O-], Cc1ccccc1, OB(O)C1CC1, C1CCC(P(C2CCCCC2)C2CCCCC2)CC1, N#Cc1ccc(Cl)cn1, [K+], [K+], [K+], O, O=P([O-])([O-])[O-], [Pd+2]. The product is N#Cc1ccc(C2CC2)cn1. RXN SMILES: [C:43]([O-:44])(=[O:45])[CH3:46].[C:48]([O-:49])(=[O:50])[CH3:51].[CH3:53][c:54]1[cH:55][cH:56][cH:57][cH:58][cH:59]1.[CH:10]1([B:13]([OH:14])[OH:15])[CH2:11][CH2:12]1.[CH:24]1([P:25]([CH:26]2[CH2:27][CH2:28][CH2:29][CH2:30][CH2:31]2)[CH:32]2[CH2:33][CH2:34][CH2:35][CH2:36][CH2:37]2)[CH2:38][CH2:39][CH2:40][CH2:41][CH2:42]1.[Cl:1][c:2]1[cH:3][cH:4][c:5]([C:8]#[N:9])[n:6][cH:7]1.[K+:21].[K+:22].[K+:23].[OH2:52].[P:16]([O-:17])([O-:18])([O-:19])=[O:20].[Pd+2:47]>>[c:2]1([CH:10]2[CH2:11][CH2:12]2)[cH:3][cH:4][c:5]([C:8]#[N:9])[n:6][cH:7]1. The reactants are COC=1C=C2C(=CC=NC2=CC1OC)OC1=C(C=C(C=C1)C1=NC=C(C=N1)NC1=CC=CC=C1)F ({2-[4-(6,7-dimethoxy-quinolin-4-yloxy)-3-fluoro-phenyl]-pyrimidin-5-yl}-phenyl-amine), C1CCOC1 (THF), [H-].[Na+] (NaH), BrCCC(C)C (1-Bromo-3-methylbutane). Conditions: temperature 50 celsius. Product: COC=1C=C2C=CC=C(C2=CC1OC)OC1=C(C=C(C=C1)C1=NC=C(C=N1)N(C1=CC=CC=C1)CCC(C)C)F (2-(4-(6,7-Dimethoxynaphthalen-1-yloxy)-3-fluorophenyl)-N-isopentyl-N-phenylpyrimidin-5-amine). Reaction SMILES: [CH3:1][O:2][C:3]1[CH:4]=[C:5]2[C:10](=[CH:11][C:12]=1[O:13][CH3:14])N=[CH:8][CH:7]=[C:6]2[O:15][C:16]1[CH:21]=[CH:20][C:19]([C:22]2[N:27]=[CH:26][C:25]([NH:28][C:29]3[CH:34]=[CH:33][CH:32]=[CH:31][CH:30]=3)=[CH:24][N:23]=2)=[CH:18][C:17]=1[F:35].[H-].[Na+].Br[CH2:39][CH2:40][CH:41]([CH3:43])[CH3:42].[CH2:44]1COCC1>>[CH3:14][O:13][C:12]1[CH:11]=[C:10]2[C:5](=[CH:4][C:3]=1[O:2][CH3:1])[C:6]([O:15][C:16]1[CH:21]=[CH:20][C:19]([C:22]3[N:23]=[CH:24][C:25]([N:28]([CH2:39][CH2:40][CH:41]([CH3:43])[CH3:42])[C:29]4[CH:34]=[CH:33][CH:32]=[CH:31][CH:30]=4)=[CH:26][N:27]=3)=[CH:18][C:17]=1[F:35])=[CH:7][CH:8]=[CH:44]2 |f:1.2|. Reported procedure: In a 10 mL dry flask with stirring bar was placed {2-[4-(6,7-dimethoxy-quinolin-4-yloxy)-3-fluoro-phenyl]-pyrimidin-5-yl}-phenyl-amine (Example 39, 0.030 g, 0.06 mmol) under N2. Anhydrous THF (1.5 mL) was added, followed by the addition of NaH (60% dispersion, 0.10 g, 2.5 mmol). The resulting yellow mixture was heated at 50° C. for 20 min, then cooled to RT. 1-Bromo-3-methylbutane (0.20 mL) was added, and the resulting yellow mixture was heated at 50° C. for 4.5 h. The reaction was quenched with... The reactants are COC1=NC=C(C(=C1)B(O)O)C(F)(F)F (2-methoxy-5-trifluoromethylpyridin-4-ylboronic acid), BrC1=C(C#N)C=CC(=C1)Cl (2-bromo-4-chlorobenzonitrile), [1,1-bis(diphenylphosphino)ferrocene]palladium(II) chloride dichloromethane. Yields the product ClC1=CC(=C(C#N)C=C1)C1=CC(=NC=C1C(F)(F)F)OC (4-Chloro-2-[2-methoxy-5-(trifluoromethyl)pyridin-4-yl]benzonitrile). As a reaction SMILES: [CH3:1][O:2][C:3]1[CH:8]=[C:7](B(O)O)[C:6]([C:12]([F:15])([F:14])[F:13])=[CH:5][N:4]=1.Br[C:17]1[CH:24]=[C:23]([Cl:25])[CH:22]=[CH:21][C:18]=1[C:19]#[N:20]>>[Cl:25][C:23]1[CH:24]=[CH:17][C:18]([C:19]#[N:20])=[C:21]([C:7]2[C:6]([C:12]([F:15])([F:14])[F:13])=[CH:5][N:4]=[C:3]([O:2][CH3:1])[CH:8]=2)[CH:22]=1. Procedure: 1.0 g (4.4 mmol) of 2-methoxy-5-trifluoromethylpyridin-4-ylboronic acid and 0.95 g (4.4 mmol) of 2-bromo-4-chlorobenzonitrile in the presence of [1,1-bis(diphenylphosphino)ferrocene]palladium(II) chloride/dichloromethane monoadduct were reacted according to General Method 2A. Yield: 351 mg (purity 71%, 18% of theory) The reactants are BrBr (bromine), [N+](=O)([O-])C1=C2C(=NC=C1)N(C=C2)COCC[Si](C)(C)C (4-nitro-1-{[2-(trimethylsilyl)ethoxy]methyl}-1H-pyrrolo[2,3-b]pyridine). The solvent is ClCCl (dichloromethane). Conditions: temperature 0 celsius, time 1 hour. Yields the product BrC1=CN(C2=NC=CC(=C21)[N+](=O)[O-])COCC[Si](C)(C)C (3-Bromo-4-nitro-1-{[2-(trimethylsilyl)ethoxy]methyl}-1H-pyrrolo[2,3-b]pyridine). RXN SMILES: [Br:1]Br.[N+:3]([C:6]1[CH:11]=[CH:10][N:9]=[C:8]2[N:12]([CH2:15][O:16][CH2:17][CH2:18][Si:19]([CH3:22])([CH3:21])[CH3:20])[CH:13]=[CH:14][C:7]=12)([O-:5])=[O:4]>ClCCl>[Br:1][C:14]1[C:7]2[C:8](=[N:9][CH:10]=[CH:11][C:6]=2[N+:3]([O-:5])=[O:4])[N:12]([CH2:15][O:16][CH2:17][CH2:18][Si:19]([CH3:22])([CH3:21])[CH3:20])[CH:13]=1. Procedure details: At 0° C., 18 μl (6.13 mmol) of bromine are added dropwise to a solution of 100 mg (340 μmol) of 4-nitro-1-{[2-(trimethylsilyl)ethoxy]methyl}-1H-pyrrolo[2,3-b]pyridine in 10 ml of dichloromethane. After 1 h of stirring at 0° C. and 1 h of stirring at RT, the reaction solution is filtered through an Extrelut silica gel cartridge, the cartridge is washed with a little dichloromethane/methanol and the filtrate is concentrated under reduced pressure. The residue is purified by preparative RP-HPLC. Reactants: CCO, [Cl-], CC(F)(F)c1coc(Cn2ncc([N+](=O)[O-])n2)n1, [Fe], N#N, [NH4+], O. Yields the product CC(F)(F)c1coc(Cn2ncc(N)n2)n1. Reaction SMILES: [CH3:23][CH2:24][OH:25].[Cl-:21].[F:3][C:4]([CH3:5])([F:6])[c:7]1[n:8][c:9]([CH2:12][n:13]2[n:14][cH:15][c:16]([N+:18]([O-:19])=[O:20])[n:17]2)[o:10][cH:11]1.[Fe:27].[N:1]#[N:2].[NH4+:22].[OH2:26]>>[F:3][C:4]([CH3:5])([F:6])[c:7]1[n:8][c:9]([CH2:12][n:13]2[n:14][cH:15][c:16]([NH2:18])[n:17]2)[o:10][cH:11]1.